Dataset: the Open Reaction Database (ORD), a public repository of structured organic reaction records. Task: describe an organic reaction: reactants, conditions, products, and yield The reactants are C(C)(C)(C)OC(=O)N(CCCC)CC=1C=C(C(=O)OC)C=C(C1)C (methyl 3-{[(tert -butoxycarbonyl)(butyl)amino]methyl}-5-methylbenzoate), O (water), [OH-].[Li+] (lithium hydroxide). Solvent: CO (methanol), O1CCCC1 (tetrahydrofuran). Run at time 2 hour. Yields the product C(C)(C)(C)OC(=O)N(CCCC)CC=1C=C(C(=O)O)C=C(C1)C (3-{[(tert-Butoxycarbonyl)(butyl)amino]methyl}-5-methylbenzoic acid). As a reaction SMILES: [C:1]([O:5][C:6]([N:8]([CH2:13][C:14]1[CH:15]=[C:16]([CH:21]=[C:22]([CH3:24])[CH:23]=1)[C:17]([O:19]C)=[O:18])[CH2:9][CH2:10][CH2:11][CH3:12])=[O:7])([CH3:4])([CH3:3])[CH3:2].O.[OH-].[Li+]>CO.O1CCCC1>[C:1]([O:5][C:6]([N:8]([CH2:13][C:14]1[CH:15]=[C:16]([CH:21]=[C:22]([CH3:24])[CH:23]=1)[C:17]([OH:19])=[O:18])[CH2:9][CH2:10][CH2:11][CH3:12])=[O:7])([CH3:2])([CH3:3])[CH3:4] |f:2.3|. Procedure details: To a stirred solution of methyl 3-{[(tert -butoxycarbonyl)(butyl)amino]methyl}-5-methylbenzoate (70 mg, 0.21 mmol) in methanol (2 mL), tetrahydrofuran (1 mL), and water (1 mL) is added lithium hydroxide (88 mg, 2.1 mmol), and the reaction mixture stirred at room temperature for 2 h. The reaction mixture is concentrated under reduced pressure, dissolved in methylene chloride, filtered, and the filtrate concentrated under reduced pressure to provide the title compound. The reactants are CCCOc1ccccc1C(=O)O, O=S(=O)(O)Cl, ClCCl, O=S(Cl)Cl. Yields the product CCCOc1ccc(S(=O)(=O)Cl)cc1C(=O)O. Reaction SMILES: [CH2:1]([CH2:2][CH3:3])[O:4][c:5]1[c:6]([C:7](=[O:8])[OH:9])[cH:10][cH:11][cH:12][cH:13]1.[Cl:14][S:15](=[O:16])(=[O:17])[OH:18].[Cl:23][CH2:24][Cl:25].[S:19]([Cl:20])([Cl:21])=[O:22]>>[CH2:1]([CH2:2][CH3:3])[O:4][c:5]1[c:6]([C:7](=[O:8])[OH:9])[cH:10][c:11]([S:15]([Cl:14])(=[O:16])=[O:17])[cH:12][cH:13]1. Reactants: O (Water), ClC1=C(C=C(C=C1)S(=O)(=O)NOC)[N+](=O)[O-] (4-chloro-N-methoxy-3-nitrobenzenesulfonamide), ClC=1C=C(C=CC1F)[N+](=O)[O-] (3-chloro-4-fluoronitrobenzene), [H-].[Na+] (sodium hydride). Solvent: C(C)OCC (diethyl ether), CN(C)C=O (DMF). The product is ClC1=C(N(S(=O)(=O)C2=CC(=C(C=C2)Cl)[N+](=O)[O-])OC)C=CC(=C1)[N+](=O)[O-] (2′,4-Dichloro-3,4′-dinitro-N-methoxybenzenesulfonanilide). The yield is 12.0%. As a reaction SMILES: [Cl:1][C:2]1[CH:7]=[CH:6][C:5]([S:8]([NH:11][O:12][CH3:13])(=[O:10])=[O:9])=[CH:4][C:3]=1[N+:14]([O-:16])=[O:15].[Cl:17][C:18]1[CH:19]=[C:20]([N+:25]([O-:27])=[O:26])[CH:21]=[CH:22][C:23]=1F.[H-].[Na+].O>CN(C=O)C.C(OCC)C>[Cl:17][C:18]1[CH:19]=[C:20]([N+:25]([O-:27])=[O:26])[CH:21]=[CH:22][C:23]=1[N:11]([O:12][CH3:13])[S:8]([C:5]1[CH:6]=[CH:7][C:2]([Cl:1])=[C:3]([N+:14]([O-:16])=[O:15])[CH:4]=1)(=[O:10])=[O:9] |f:2.3|. Procedure details: To a solution of 4-chloro-N-methoxy-3-nitrobenzenesulfonamide (0.53 g (1.99 mmol)) and 3-chloro-4-fluoronitrobenzene (1.05 g (5.98 mmol) in 5.0 ml of DMF, sodium hydride (60%, 0.09 g (2.25 mmol)) was added bit by bit with stirring under cooling with ice, and the mixture was stirred under cooling with ice for one hour and at room temperature for 2 hours. Water and diethyl ether were added to the resulting mixture and insolubles were removed by filtration. The filtrate was allowed to stand somewhi... Starting materials: C(C1=CC=CC=C1)N(C1=CC=C2C=CC=C(C2=C1)C[C@@H]1N(CCC1)C(=O)OC(C)(C)C)CC1=CC=CC=C1 (7-dibenzylamino-1-(1-t-butoxycarbonyl-pyrrolidin-2-(R)-ylmethyl)-naphthalene). Reagents/catalysts: [OH-].[OH-].[Pd+2] (palladium hydroxide on carbon), catalyst, [OH-].[OH-].[Pd+2] (palladium hydroxide on carbon). Solvent: C(C)O (ethanol), C(C)(=O)O (acetic acid). Conditions: time 8 hour. Yields the product NC1=CC=C2C=CC=C(C2=C1)C[C@@H]1N(CCC1)C(=O)OC(C)(C)C (7-Amino-1-(1-t-butoxycarbonyl-pyrrolidin-2-(R)-ylmethyl)-naphthalene). Isolated yield 84.1%. As a reaction SMILES: C([N:8](CC1C=CC=CC=1)[C:9]1[CH:18]=[C:17]2[C:12]([CH:13]=[CH:14][CH:15]=[C:16]2[CH2:19][C@H:20]2[CH2:24][CH2:23][CH2:22][N:21]2[C:25]([O:27][C:28]([CH3:31])([CH3:30])[CH3:29])=[O:26])=[CH:11][CH:10]=1)C1C=CC=CC=1>C(O)C.C(O)(=O)C.[OH-].[OH-].[Pd+2]>[NH2:8][C:9]1[CH:18]=[C:17]2[C:12]([CH:13]=[CH:14][CH:15]=[C:16]2[CH2:19][C@H:20]2[CH2:24][CH2:23][CH2:22][N:21]2[C:25]([O:27][C:28]([CH3:31])([CH3:30])[CH3:29])=[O:26])=[CH:11][CH:10]=1 |f:3.4.5|. Reported procedure: A mixture of 7-dibenzylamino-1-(1-t-butoxycarbonyl-pyrrolidin-2-(R)-ylmethyl)-naphthalene (0.68 g, 1.34 mmol) and 20% palladium hydroxide on carbon (0.25 g) in ethanol (20 mL) and acetic acid (20 mL) was hydrogenated at 50 psi for 8 hours. Additional 20% palladium hydroxide on carbon (0.25 g) was added and hydrogenation was continued overnight. The catalyst (0.3 g) was added a third time and hydrogenation was continued 24 hours more. The reaction was filtered through celite and the pad was washe... The reactants are O1C(=CC=C1)C1NCCNC1 (2-(2-furanyl)piperazine), ClC1=C(C=C2C(C(=CN(C2=C1)CC)C(=O)O)=O)F (7-chloro-1-ethyl-6-fluoro-1,4-dihydro-4-oxo-3-quinolinecarboxylic acid). The solvent is N1=CC=CC=C1 (pyridine). Product: C(C)N1C=C(C(C2=CC(=C(C=C12)N1CC(NCC1)C=1OC=CC1)F)=O)C(=O)O (1-Ethyl-6-fluoro-7-[3-(2-furanyl)-1-piperazinyl]-1,4-dihydro-4-oxo-3-quinolinecarboxylic acid). Yield: 44.6%. Reaction SMILES: [O:1]1[CH:5]=[CH:4][CH:3]=[C:2]1[CH:6]1[CH2:11][NH:10][CH2:9][CH2:8][NH:7]1.Cl[C:13]1[CH:22]=[C:21]2[C:16]([C:17](=[O:28])[C:18]([C:25]([OH:27])=[O:26])=[CH:19][N:20]2[CH2:23][CH3:24])=[CH:15][C:14]=1[F:29]>N1C=CC=CC=1>[CH2:23]([N:20]1[C:21]2[C:16](=[CH:15][C:14]([F:29])=[C:13]([N:10]3[CH2:9][CH2:8][NH:7][CH:6]([C:2]4[O:1][CH:5]=[CH:4][CH:3]=4)[CH2:11]3)[CH:22]=2)[C:17](=[O:28])[C:18]([C:25]([OH:27])=[O:26])=[CH:19]1)[CH3:24]. Procedure: A mixture of 2.508 g of 2-(2-furanyl)piperazine, 942 mg of 7-chloro-1-ethyl-6-fluoro-1,4-dihydro-4-oxo-3-quinolinecarboxylic acid and 10 ml of pyridine was refluxed for 24 hours, then the solvent was removed. The residue was triturated with ether and chloroform, the solid collected, dissolved in 40% acetic acid and adjusted to pH 7 with 1N sodium hydroxide. The resulting solid was collected, washed with methanol and ether and dried, giving 600 mg of the desired product, mp 198° C. Starting materials: NC1=NC=2C3=C(CCC2C(=N1)N1C[C@@H](CC1)N(C(OC(C)(C)C)=O)C)OC1C3CCCC1 (tert-butyl (3R)-1-(2-amino-5,6,7a,8,9,10,11,11a-octahydro[1]benzofuro[2,3-h]quinazolin-4-yl)pyrrolidin-3-yl(methyl)carbamate), FC(C(=O)O)(F)F (trifluoroacetic acid), [OH-].[Na+] (sodium hydroxide). Solvent: ClCCl (dichloromethane), ClCCl (dichloromethane). Reaction conditions: time 16 hour. Product: CN[C@H]1CN(CC1)C1=NC(=NC=2C3=C(CCC12)OC1C3CCCC1)N (4-[(3R)-3-(methylamino)pyrrolidin-1-yl]-5,6,7a,8,9,10,11,11a-octahydro[1]benzofuro[2,3-h]quinazolin-2-amine). RXN SMILES: [NH2:1][C:2]1[N:11]=[C:10]([N:12]2[CH2:16][CH2:15][C@@H:14]([N:17](C)[C:18](=O)OC(C)(C)C)[CH2:13]2)[C:9]2[CH2:8][CH2:7][C:6]3[O:26][CH:27]4[CH2:32][CH2:31][CH2:30][CH2:29][CH:28]4[C:5]=3[C:4]=2[N:3]=1.FC(F)(F)C(O)=O.[OH-].[Na+]>ClCCl>[CH3:18][NH:17][C@@H:14]1[CH2:15][CH2:16][N:12]([C:10]2[C:9]3[CH2:8][CH2:7][C:6]4[O:26][CH:27]5[CH2:32][CH2:31][CH2:30][CH2:29][CH:28]5[C:5]=4[C:4]=3[N:3]=[C:2]([NH2:1])[N:11]=2)[CH2:13]1 |f:2.3|. Procedure: A solution of the product from Example 2C (51 mg, 0.115 mmol) in dichloromethane (2 mL) was treated with trifluoroacetic acid (0.18 mL) at ambient temperature and stirred for 16 hours. The mixture was diluted with dichloromethane (20 mL) and basified with sodium hydroxide (1 N). The organic layer was separated, dried with magnesium sulfate, and concentrated under reduced pressure. The resulting residue was chromatographed on a silica gel column eluting with ammonium hydroxide/methanol/dichlorome... Starting materials: CN(C)CC1=C(C(=CC(=C1)CN(C)C)CN(C)C)[O-].[Na+] (sodium 2,4,6-tris(dimethylaminomethyl)phenolate), [N+](=O)([O-])[O-].[La+3].[N+](=O)([O-])[O-].[N+](=O)([O-])[O-] (lanthanum nitrate). Solvent: C(CCC)O (1-butanol). Run at time 45 minute. Product: CN(C)CC1=C(C(=CC(=C1)CN(C)C)CN(C)C)[O-].CN(C)CC1=C(C(=CC(=C1)CN(C)C)CN(C)C)[O-].CN(C)CC1=C(C(=CC(=C1)CN(C)C)CN(C)C)[O-].[La+3] (lanthanum tris(2,4,6-tris(dimethylaminomethyl)phenolate)). Reaction SMILES: [CH3:1][N:2]([CH2:4][C:5]1[CH:10]=[C:9]([CH2:11][N:12]([CH3:14])[CH3:13])[CH:8]=[C:7]([CH2:15][N:16]([CH3:18])[CH3:17])[C:6]=1[O-:19])[CH3:3].[Na+].[N+]([O-])([O-])=O.[La+3:25].[N+]([O-])([O-])=O.[N+]([O-])([O-])=O>C(O)CCC>[CH3:3][N:2]([CH2:4][C:5]1[CH:10]=[C:9]([CH2:11][N:12]([CH3:13])[CH3:14])[CH:8]=[C:7]([CH2:15][N:16]([CH3:18])[CH3:17])[C:6]=1[O-:19])[CH3:1].[CH3:3][N:2]([CH2:4][C:5]1[CH:10]=[C:9]([CH2:11][N:12]([CH3:13])[CH3:14])[CH:8]=[C:7]([CH2:15][N:16]([CH3:18])[CH3:17])[C:6]=1[O-:19])[CH3:1].[CH3:3][N:2]([CH2:4][C:5]1[CH:10]=[C:9]([CH2:11][N:12]([CH3:13])[CH3:14])[CH:8]=[C:7]([CH2:15][N:16]([CH3:18])[CH3:17])[C:6]=1[O-:19])[CH3:1].[La+3:25] |f:0.1,2.3.4.5,7.8.9.10|. Reported procedure: 8.6 g (0.03 mol)of sodium 2,4,6-tris(dimethylaminomethyl)phenolate (preparation see Example 19) and 28 g of 1-butanol are placed in a 100 ml round-bottomed flask having a magnetic stirrer, and then 4.33 g (0.01 mol) of lanthanum nitrate are added. The solution is stirred for 45 minutes, and then the precipitated sodium nitrate is filtered off. A clear, dark-brown 25% accelerator solution of lanthanum tris(2,4,6-tris(dimethylaminomethyl)phenolate) in 1-butanol is obtained. Starting materials: OC1=CC(N(C=C1)CCC1=CC=C(C=C1)CN1CCCC1)=O (4-hydroxy-1-[2-(4-pyrrolidin-1-ylmethyl-phenyl)-ethyl]-1H-pyridin-2-one), potassium tert-butylate, IC1=CC=CC=C1 (iodo-benzene), Cu. Product: O(C1=CC=CC=C1)C1=CC(N(C=C1)CCC1=CC=C(C=C1)CN1CCCC1)=O (4-Phenoxy-1-[2-(4-pyrrolidin-1-ylmethyl-phenyl)-ethyl]-1H-pyridin-2-one). Reaction SMILES: [OH:1][C:2]1[CH:7]=[CH:6][N:5]([CH2:8][CH2:9][C:10]2[CH:15]=[CH:14][C:13]([CH2:16][N:17]3[CH2:21][CH2:20][CH2:19][CH2:18]3)=[CH:12][CH:11]=2)[C:4](=[O:22])[CH:3]=1.I[C:24]1[CH:29]=[CH:28][CH:27]=[CH:26][CH:25]=1>O1CCOCC1.C(O)=O>[O:1]([C:2]1[CH:7]=[CH:6][N:5]([CH2:8][CH2:9][C:10]2[CH:15]=[CH:14][C:13]([CH2:16][N:17]3[CH2:21][CH2:20][CH2:19][CH2:18]3)=[CH:12][CH:11]=2)[C:4](=[O:22])[CH:3]=1)[C:24]1[CH:29]=[CH:28][CH:27]=[CH:26][CH:25]=1. Reaction conditions: time 30 minute. Run in O1CCOCC1 (1,4-dioxane). Procedure: To 100 mg (0.34 mmol) 4-hydroxy-1-[2-(4-pyrrolidin-1-ylmethyl-phenyl)-ethyl]-1H-pyridin-2-one (preparation 3) in 2.0 mL 1,4-dioxane is added 43 mg (0.39) potassium-tert-butylate and the mixture is stirred 30 min at RT. 77 μL (0.34 mmol) iodo-benzene and 21 mg (0.34 mmol) Cu-powder are added and the reaction mixture is stirred 5 h at 125° C. A few drops formic acid are added and after filtration the mixture is purified via HPLC chromatography (Zorbax stable bond, C18; water (0.15% formic acid)/ac... Reagents/catalysts: C(=O)O (formic acid).